From a dataset of the Open Reaction Database (ORD), a public repository of structured organic reaction records. describe an organic reaction: reactants, conditions, products, and yield Reactants: Amide, C(C)N(CCCN)CC (N,N-diethyl-1,3-propanediamine), ester, COC(=O)C=1C(=CC=C(C1)C=1SC=C(N1)C1=CC(=C(C=C1)Cl)Cl)C1=CC=C(C=C1)C(=O)O (4-[4-(3,4-dichloro-phenyl)-thiazol-2-yl]-biphenyl-2,4′-dicarboxylic acid 2-methyl ester), COC(=O)C=1C(=CC=C(C1)C=1SC=C(N1)C1=CC(=C(C=C1)Cl)Cl)C1=CC=C(C=C1)C(=O)O (4-[4-(3,4-dichloro-phenyl)-thiazol-2-yl]-biphenyl-2,4′-dicarboxylic acid 2-methyl ester). Procedure details: Using the conditions of General Procedure E for Amide Coupling in Parallel Mode, 4-[4-(3,4-dichloro-phenyl)-thiazol-2-yl]-biphenyl-2,4′-dicarboxylic acid 2-methyl ester (which may be prepared as described for Intermediate 8; 100 mg, 0.21 mmol) was reacted with N,N-diethyl-1,3-propanediamine (available from Aldrich Chemical Company, Inc.; 81 mg, 0.62 mmol). The resulting ester was hydrolyzed and the acid was purified using HPLC Purification Conditions B to give 4-[4-(3,4-dichloro-phenyl)-thiazol-... RXN SMILES: C[O:2][C:3]([C:5]1[C:6]([C:24]2[CH:29]=[CH:28][C:27]([C:30]([OH:32])=O)=[CH:26][CH:25]=2)=[CH:7][CH:8]=[C:9]([C:11]2[S:12][CH:13]=[C:14]([C:16]3[CH:21]=[CH:20][C:19]([Cl:22])=[C:18]([Cl:23])[CH:17]=3)[N:15]=2)[CH:10]=1)=[O:4].[CH2:33]([N:35]([CH2:40][CH3:41])[CH2:36][CH2:37][CH2:38][NH2:39])[CH3:34]>>[Cl:23][C:18]1[CH:17]=[C:16]([C:14]2[N:15]=[C:11]([C:9]3[CH:10]=[C:5]([C:3]([OH:2])=[O:4])[C:6]([C:24]4[CH:29]=[CH:28][C:27]([C:30](=[O:32])[NH:39][CH2:38][CH2:37][CH2:36][N:35]([CH2:40][CH3:41])[CH2:33][CH3:34])=[CH:26][CH:25]=4)=[CH:7][CH:8]=3)[S:12][CH:13]=2)[CH:21]=[CH:20][C:19]=1[Cl:22]. Yields the product ClC=1C=C(C=CC1Cl)C=1N=C(SC1)C=1C=C(C(=CC1)C1=CC=C(C=C1)C(NCCCN(CC)CC)=O)C(=O)O (4-[4-(3,4-dichloro-phenyl)-thiazol-2-yl]-4′-(3-diethylamino-propylcarbamoyl)-biphenyl-2-carboxylic acid). Yield: 85.0%. Starting materials: C(C)(C)(C)OC(=O)C=1C(=NC2=CC=C(C=C2C1C1=CC=CC=C1)Cl)N(C)CCO (6-chloro-2-[(2-hydroxy-ethyl)-methyl-amino]-4-phenyl-quinoline-3-carboxylic acid tert-butyl ester), C(=O)(C(F)(F)F)O (TFA). Yields the product ClC=1C=C2C(=C(C(=NC2=CC1)N(C)CCO)C(=O)O)C1=CC=CC=C1 (6-Chloro-2-[(2-hydroxy-ethyl)-methyl-amino]-4-phenyl-quinoline-3-carboxylic acid). Reaction SMILES: C([O:5][C:6]([C:8]1[C:9]([N:25]([CH2:27][CH2:28][OH:29])[CH3:26])=[N:10][C:11]2[C:16]([C:17]=1[C:18]1[CH:23]=[CH:22][CH:21]=[CH:20][CH:19]=1)=[CH:15][C:14]([Cl:24])=[CH:13][CH:12]=2)=[O:7])(C)(C)C.C(O)(C(F)(F)F)=O>>[Cl:24][C:14]1[CH:15]=[C:16]2[C:11](=[CH:12][CH:13]=1)[N:10]=[C:9]([N:25]([CH2:27][CH2:28][OH:29])[CH3:26])[C:8]([C:6]([OH:7])=[O:5])=[C:17]2[C:18]1[CH:23]=[CH:22][CH:21]=[CH:20][CH:19]=1. Reported procedure: The title compound was prepared in analogy to example 42 step B from 6-chloro-2-[(2-hydroxy-ethyl)-methyl-amino]-4-phenyl-quinoline-3-carboxylic acid tert-butyl ester and TFA. Light yellow solid. MS (ESI): 355 (M−H)−. Starting materials: Cl.CN(CCCN=C=NCC)C (N-[3-(dimethylamino)propyl]-N′-ethylcarbodiimide hydrochloride), CC1=C(C=2NC(=CC2S1)C(=O)O)N(S(=O)(=O)C=1SC=CC1)C (2-methyl-3-[methyl(2-thienylsulfonyl)amino]-4H-thieno[3,2-b]pyrrole-5-carboxylic acid), Cl.COCN (N-methoxymethylamine hydrochloride), N1(N=NC2=C1C=CC=C2)O (1H-1,2,3-benzotriazol-1-ol). The solvent is O (Water), CN(C=O)C (N,N-dimethylformamide), C(C)N(CC)CC (triethylamine). Reaction conditions: time 8 hour. Yields the product CON(C(=O)C1=CC2=C(N1)C(=C(S2)C)N(S(=O)(=O)C=2SC=CC2)C)C (N-methoxy-N,2-dimethyl-3-[methyl(2-thienylsulfonyl)amino]-4H-thieno[3,2-b]pyrrole-5-carboxamide). The yield is 77.9%. Reaction SMILES: [CH3:1][C:2]1[S:9][C:8]2[CH:7]=[C:6]([C:10]([OH:12])=O)[NH:5][C:4]=2[C:3]=1[N:13]([CH3:22])[S:14]([C:17]1[S:18][CH:19]=[CH:20][CH:21]=1)(=[O:16])=[O:15].Cl.[CH3:24]OCN.[N:28]1([OH:37])[C:32]2C=CC=CC=2N=N1.Cl.CN(C)CCCN=C=NCC>O.CN(C)C=O.C(N(CC)CC)C>[CH3:24][O:37][N:28]([CH3:32])[C:10]([C:6]1[NH:5][C:4]2[C:3]([N:13]([CH3:22])[S:14]([C:17]3[S:18][CH:19]=[CH:20][CH:21]=3)(=[O:16])=[O:15])=[C:2]([CH3:1])[S:9][C:8]=2[CH:7]=1)=[O:12] |f:1.2,4.5|. Reported procedure: To a mixture of 2-methyl-3-[methyl(2-thienylsulfonyl)amino]-4H-thieno[3,2-b]pyrrole-5-carboxylic acid (0.30 g), N-methoxymethylamine hydrochloride (100 mg), 1H-1,2,3-benzotriazol-1-ol (150 mg), triethylamine (0.15 mL) and N,N-dimethylformamide (10 mL) was added N-[3-(dimethylamino)propyl]-N′-ethylcarbodiimide hydrochloride (190 mg), and the mixture was stirred at room temperature overnight. Water was added to the reaction mixture, and the mixture was extracted with ethyl acetate. The ethyl aceta... The reactants are CC(C)C[AlH]CC(C)C (DIBAH), [OH-].[Na+] (NaOH), C(=O)(O)[O-].[Na+] (NaHCO3), FC(OC1=CC(=NC=C1)C(=O)OC)F (methyl 4-(difluoromethoxy)picolinate). Run in C1(=CC=CC=C1)C (toluene), O (water), C1(=CC=CC=C1)C (toluene). Run at temperature -78 celsius, time 5 minute. Yields the product FC(OC1=CC(=NC=C1)CO)F ((4-(difluoromethoxy)pyridin-2-yl)methanol). As a reaction SMILES: [F:1][CH:2]([F:14])[O:3][C:4]1[CH:9]=[CH:8][N:7]=[C:6]([C:10](OC)=[O:11])[CH:5]=1.CC(C[AlH]CC(C)C)C.[OH-].[Na+].C([O-])(O)=O.[Na+]>C1(C)C=CC=CC=1.O>[F:14][CH:2]([F:1])[O:3][C:4]1[CH:9]=[CH:8][N:7]=[C:6]([CH2:10][OH:11])[CH:5]=1 |f:2.3,4.5|. Procedure: A cooled (−78° C.) solution of methyl 4-(difluoromethoxy)picolinate (600 mg; 2.95 mmol) in anh. toluene (12 ml) was treated dropwise with a solution of 1 M DIBAH in toluene (8.90 ml; 8.90 mmol), and the resulting mixture was further stirred at −78° C., under nitrogen, for 5 min., and then at 0° C. for 3 h. The obtained mixture was treated successively with water (50 ml), 1 M aq. NaOH (10 ml), and aq. sat. NaHCO3 (100 ml). The separated aq. layer was further extracted with Et2O (2×100 ml). The mi... Yields the product O=S(=O)(c1ccc(F)cc1)c1ccc(Br)cc1F. Reaction SMILES: [Br:1][c:2]1[cH:3][c:4]([F:12])[c:5]([S:8](=[O:9])(=[O:10])[Cl:11])[cH:6][cH:7]1.[F:13][c:14]1[cH:15][cH:16][cH:17][cH:18][cH:19]1>>[Br:1][c:2]1[cH:3][c:4]([F:12])[c:5]([S:8](=[O:9])(=[O:10])[c:17]2[cH:16][cH:15][c:14]([F:13])[cH:19][cH:18]2)[cH:6][cH:7]1. Starting materials: O=S(=O)(Cl)c1ccc(Br)cc1F, Fc1ccccc1. The reactants are CN1CC[C@@]23C=C[C@@H](C[C@@H]2OC4=C(C=CC(=C34)C1)OC)O.Br (galanthamine hydrobromide), C([O-])([O-])=O.[Na+].[Na+] (sodium carbonate). The solvent is O (water). Conditions: temperature 0 celsius. Product: CN1CC[C@@]23C=C[C@@H](C[C@@H]2OC=4C3=C(C=CC4OC)C1)O (galanthamine). As a reaction SMILES: [CH3:1][N:2]1[CH2:18][C:16]2=[C:17]3[C:12](=[C:13]([O:19][CH3:20])[CH:14]=[CH:15]2)[O:11][C@@H:10]2[C@:5]3([CH:6]=[CH:7][C@H:8]([OH:21])[CH2:9]2)[CH2:4][CH2:3]1.Br.C(=O)([O-])[O-].[Na+].[Na+]>O>[CH3:1][N:2]1[CH2:18][C:16]2[CH:15]=[CH:14][C:13]([O:19][CH3:20])=[C:12]3[C:17]=2[C@:5]2([C@@H:10]([O:11]3)[CH2:9][C@@H:8]([OH:21])[CH:7]=[CH:6]2)[CH2:4][CH2:3]1 |f:0.1,2.3.4|. Procedure: The resulting 88% galanthamine hydrobromide is suspended in 7.6 l of water. The suspension is cooled to 0° C. and diluted, keeping the temperature from 0 to 5° C., with 5.2 l of 10% sodium carbonate. Five extractions with 5 l of n-butyl acetate are obtained, the organic phases are pooled and washed with 2.5 l of salted water. The organic phases are concentrated under vacuum to a volume of 4 l and allowed to crystallize at room temperature. The crystals are filtered and dried under vacuum at 70° ...